Dataset: the Open Reaction Database (ORD), a public repository of structured organic reaction records. Task: describe an organic reaction: reactants, conditions, products, and yield The reactants are N1(C=CC2=CC=CC=C12)[C@@H]([C@@H](CO)O)C=1SC=CC1 ((2S,3S)-3-(1H-indol-1-yl)-3-thien-2-ylpropane-1,2-diol), N1=CC=CC=C1 (pyridine), C1(=CC=C(C=C1)S(=O)(=O)Cl)C (para-toluenesulfonyl chloride). Solvent: C(C)(=O)OCC (ethyl acetate), CN (methylamine). Reaction conditions: time 2 hour. Product: N1(C=CC2=CC=CC=C12)[C@@H]([C@@H](CNC)O)C=1SC=CC1 ((1S,2R)-1-(1H-indol-1-yl)-3-(methylamino)-1-(2-thienyl)propan-2-ol). As a reaction SMILES: [N:1]1([C@H:10]([C:15]2[S:16][CH:17]=[CH:18][CH:19]=2)[C@H:11]([OH:14])[CH2:12]O)[C:9]2[C:4](=[CH:5][CH:6]=[CH:7][CH:8]=2)[CH:3]=[CH:2]1.C1(C)C=CC(S(Cl)(=O)=O)=CC=1.[N:31]1C=CC=C[CH:32]=1>C(OCC)(=O)C.CN>[N:1]1([C@H:10]([C:15]2[S:16][CH:17]=[CH:18][CH:19]=2)[C@H:11]([OH:14])[CH2:12][NH:31][CH3:32])[C:9]2[C:4](=[CH:5][CH:6]=[CH:7][CH:8]=2)[CH:3]=[CH:2]1. Procedure details: (2S,3S)-3-(1H-indol-1-yl)-3-thien-2-ylpropane-1,2-diol (250 mg, 0.91 mmol) was dissolved in pyridine (3 mL), para-toluenesulfonyl chloride (216 mg, 1.13 mmol) was added and the mixture was stirred for 2 hours. The mixture was diluted with ethyl acetate and washed with water, a saturated aqueous solution of copper sulfate, and saturated brine. The organic layer was separated, dried over anhydrous magnesium sulfate, filtered, and concentrated in vacuo. The crude product was purified via Isco chrom...